Dataset: the Open Reaction Database (ORD), a public repository of structured organic reaction records. Task: describe an organic reaction: reactants, conditions, products, and yield The reactants are [SH3+] (Sulfonium), [I-].C(C1=CC=CC=C1)OC(=O)N[C@@H](CC[S+](C)C)C(N[C@@H]1[C@@H](CC2(OCCO2)CC1)C(=O)OCC)=O ([(3S)-3-benzyloxycarbonylamino-3-{(7R,8S)-7-ethoxycarbonyl-1,4-di-oxa-spiro[4.5]dec-8-ylcarbamoyl}-propyl]-dimethylsulfonium iodide), C([O-])([O-])=O.[Cs+].[Cs+] (cesium carbonate), CS(=O)C (dimethyl sulfoxide), sulfides. Run in C(C)(=O)OCC (Ethyl acetate), [Cl-].[Na+].O (brine). Yields the product C(C1=CC=CC=C1)OC(=O)N[C@@H]1C(N(CC1)[C@@H]1[C@@H](CC2(OCCO2)CC1)C(=O)OCC)=O (ethyl (7R,8S)-8-{(3S)-3-Benzyloxycarbonylamino-2-oxo-pyrrolidin-1-yl}-1,4-dioxa-spiro[4.5]decane-7-carboxylate). Reaction SMILES: [SH3+].[I-].[CH2:3]([O:10][C:11]([NH:13][C@H:14]([C:20](=[O:37])[NH:21][C@H:22]1[CH2:31][CH2:30][C:25]2([O:29][CH2:28][CH2:27][O:26]2)[CH2:24][C@H:23]1[C:32]([O:34][CH2:35][CH3:36])=[O:33])[CH2:15][CH2:16][S+](C)C)=[O:12])[C:4]1[CH:9]=[CH:8][CH:7]=[CH:6][CH:5]=1.C(=O)([O-])[O-].[Cs+].[Cs+].CS(C)=O>[Cl-].[Na+].O.C(OCC)(=O)C>[CH2:3]([O:10][C:11]([NH:13][C@H:14]1[CH2:15][CH2:16][N:21]([C@H:22]2[CH2:31][CH2:30][C:25]3([O:29][CH2:28][CH2:27][O:26]3)[CH2:24][C@H:23]2[C:32]([O:34][CH2:35][CH3:36])=[O:33])[C:20]1=[O:37])=[O:12])[C:4]1[CH:9]=[CH:8][CH:7]=[CH:6][CH:5]=1 |f:1.2,3.4.5,7.8.9|. Procedure: Example 1, Alternative Preparation, Step 2: Sulfonium salt 3 (619.4 g), and cesium carbonate (416.8 g) and anhydrous dimethyl sulfoxide (6.2 L) were combined in a reactor equipped with a scrubber to neutralize volatile sulfides. Vigorous agitation was maintained until complete conversion was obtained (HPLC). Ethyl acetate (12.4 L) was added, followed by 20% brine (3 L). The organic phase was separated, washed twice with brine (2×3 L) and evaporated to obtain a solution of ethyl (7R,8S)-8-((S)-3-...